This data is from the Open Reaction Database (ORD), a public repository of structured organic reaction records. The task is: describe an organic reaction: reactants, conditions, products, and yield Reactants: FCCOC=1C=C(C(=O)OCC)C=CC1 (ethyl 3-(2-fluoroethoxy)benzoate), [H-].[Al+3].[Li+].[H-].[H-].[H-] (lithium aluminum hydride), [H-].[Al+3].[Li+].[H-].[H-].[H-] (lithium aluminum hydride), C(C)O (Ethanol), O (water), O (Water). Run in O1CCCC1 (tetrahydrofuran). The product is FCCOC=1C=C(CO)C=CC1 (3-(2-fluoroethoxy)benzyl alcohol). Yield: 99.5%. RXN SMILES: [F:1][CH2:2][CH2:3][O:4][C:5]1[CH:6]=[C:7]([CH:13]=[CH:14][CH:15]=1)[C:8](OCC)=[O:9].[H-].[Al+3].[Li+].[H-].[H-].[H-].C(O)C.O>O1CCCC1>[F:1][CH2:2][CH2:3][O:4][C:5]1[CH:6]=[C:7]([CH:13]=[CH:14][CH:15]=1)[CH2:8][OH:9] |f:1.2.3.4.5.6|. Procedure details: Thirty grams of ethyl 3-hydroxybenzoate, 14.9 g of 1-fluoro-2-chloroethane and 37.4 g of anhydrous potassium carbonate were added to 130 ml of dimethylformamide. With stirring, the reaction was carried out at 120° C. for 4 hours. The reaction mixture was cooled to room temperature, poured into water, and extracted with toluene. The toluene layer was washed with water, and dried over anhydrous sodium sulfate. Toluene was evaporated under reduced pressure to give 32.6 g of crude ethyl 3-(2-fluoroe...